This data is from the Open Reaction Database (ORD), a public repository of structured organic reaction records. The task is: describe an organic reaction: reactants, conditions, products, and yield The reactants are NC=1SC=C(N1)C(=O)OCC (2-amino-4-ethoxycarbonylthiazole), IN1C(CCC1=O)=O (N-iodosuccinimide). Run in C1CCOC1 (THF), [Cl-].[Na+].O (Brine). Reaction conditions: time 1.5 hour. The product is NC=1SC(=C(N1)C(=O)OCC)I (2-amino-4-ethoxycarbonyl-5-iodothiazole). Yield: 84.0%. As a reaction SMILES: [NH2:1][C:2]1[S:3][CH:4]=[C:5]([C:7]([O:9][CH2:10][CH3:11])=[O:8])[N:6]=1.[I:12]N1C(=O)CCC1=O>C1COCC1.[Cl-].[Na+].O>[NH2:1][C:2]1[S:3][C:4]([I:12])=[C:5]([C:7]([O:9][CH2:10][CH3:11])=[O:8])[N:6]=1 |f:3.4.5|. Procedure: A solution of 14.53 g of 2-amino-4-ethoxycarbonylthiazole in 200 ml of THF was cooled in ice under an argon atmosphere, 20.0 g of N-iodosuccinimide was added to the cooled solution, and the mixture was stirred at the same temperature for 1.5 hr. Brine was added to the reaction solution, and the mixture was extracted with ethyl acetate. The organic layer was dried over anhydrous magnesium sulfate, was filtered, and was concentrated under the reduced pressure. The residue was purified by column ch... Reactants: COC(N)=O, CC(=O)O, Clc1ccccc1, O=C(O)C(=O)CC[PH](=O)CO, O, Cc1ccc(S(=O)(=O)O)cc1. Product: COC(=O)NC(=CC[PH](=O)CO)C(=O)O. As a reaction SMILES: [C:1]([NH2:2])([O:3][CH3:4])=[O:5].[CH3:29][C:30](=[O:31])[OH:32].[Cl:33][c:34]1[cH:35][cH:36][cH:37][cH:38][cH:39]1.[O:18]=[C:19]([C:20](=[O:21])[OH:22])[CH2:23][CH2:24][PH:25](=[O:26])[CH2:27][OH:28].[OH2:6].[c:7]1([CH3:8])[cH:9][cH:10][c:11]([S:12]([OH:13])(=[O:14])=[O:15])[cH:16][cH:17]1>>[C:1]([NH:2][C:19]([C:20](=[O:21])[OH:22])=[CH:23][CH2:24][PH:25](=[O:26])[CH2:27][OH:28])([O:3][CH3:4])=[O:5]. Reactants: NCCN1CCN(CC1)CCO (4-(aminoethyl)piperazine-1-ethanol), C(C)(C)C1=C(C(=CC=C1)C(C)C)N=C=O (2,6-diisopropylphenyl isocyanate). Solvent: C(Cl)(Cl)Cl (chloroform), C(Cl)(Cl)Cl (chloroform). Run at time 5 minute. The product is OCCN1CCN(CC1)CCNC(=O)NC1=C(C=CC=C1C(C)C)C(C)C (N-[2-[4-(2-hydroxyethyl)piperazin-1-yl]ethyl]-N′-(2,6-di-isopropylphenyl)urea). Isolated yield 54.0%. Reaction SMILES: [NH2:1][CH2:2][CH2:3][N:4]1[CH2:9][CH2:8][N:7]([CH2:10][CH2:11][OH:12])[CH2:6][CH2:5]1.[CH:13]([C:16]1[CH:21]=[CH:20][CH:19]=[C:18]([CH:22]([CH3:24])[CH3:23])[C:17]=1[N:25]=[C:26]=[O:27])([CH3:15])[CH3:14]>C(Cl)(Cl)Cl>[OH:12][CH2:11][CH2:10][N:7]1[CH2:8][CH2:9][N:4]([CH2:3][CH2:2][NH:1][C:26]([NH:25][C:17]2[C:16]([CH:13]([CH3:14])[CH3:15])=[CH:21][CH:20]=[CH:19][C:18]=2[CH:22]([CH3:24])[CH3:23])=[O:27])[CH2:5][CH2:6]1. Reported procedure: Into a solution of 4-(aminoethyl)piperazine-1-ethanol in chloroform (20 ml) was dropped a solution of 2,6-diisopropylphenyl isocyanate (2.03 g, 10 mmol) in chloroform (20 ml) followed by stirring for 5 minutes. The reaction solution was concentrated in vacuo and the residue was purified by a silica gel column chromatography (100 g of silica gel; developing solvents, chloroform→chloroform:ammonia-saturated methanol =20:1) to provide 2.03 g (yield 54%) of N-[2-[4-(2-hydroxyethyl)piperazin-1-yl]eth... The reactants are BrC=1C=C(C=CC1)C1C(=C(NC(N1)=O)C)C#N (6-(3-bromophenyl)-5-cyano-3,6-dihydro-4-methyl-2-oxo-(2H)-pyrimidine), [H-].[Na+] (sodium hydride), C(C)N=C=O (ethyl isocyanate). The solvent is C1CCOC1 (THF). Conditions: time 0.5 hour. Yields the product C(C)NC(=O)N1C(NC(=C(C1C1=CC(=CC=C1)Br)C#N)C)=O (6-(3-Bromophenyl)-5-cyano-3,6-dihydro-4-methyl-2-oxo-1-(2H)-pyrimidinecarboxylic acid, 1-ethyl amide). Reaction SMILES: [Br:1][C:2]1[CH:3]=[C:4]([CH:8]2[NH:13][C:12](=[O:14])[NH:11][C:10]([CH3:15])=[C:9]2[C:16]#[N:17])[CH:5]=[CH:6][CH:7]=1.[H-].[Na+].[CH2:20]([N:22]=[C:23]=[O:24])[CH3:21]>C1COCC1>[CH2:20]([NH:22][C:23]([N:13]1[CH:8]([C:4]2[CH:5]=[CH:6][CH:7]=[C:2]([Br:1])[CH:3]=2)[C:9]([C:16]#[N:17])=[C:10]([CH3:15])[NH:11][C:12]1=[O:14])=[O:24])[CH3:21] |f:1.2|. Procedure: To a solution of 6-(3-bromophenyl)-5-cyano-3,6-dihydro-4-methyl-2-oxo-(2H)-pyrimidine (2.92 g, 10 mmol) in THF (30 mL) was added 95% sodium hydride (0.30 g, 12 mmol). After gas evolution ceased, ethyl isocyanate (0.44 mL, 12 mmol) was added via syringe. The reaction mixture was stirred for 0.5 h, quenched with water and extracted twice with EtOAc. The combined extracts were washed with 0.5 N aqueous NaOH, with water and with brine, dried (MgSO4) and concentrated in vacuo. The residue was purifie... The reactants are S(=O)(=O)(OC)OC (dimethyl sulfate), C(C)OCCNC(C)=O (N-α-ethoxyethyl-acetamide), [OH-].[Na+] (sodium hydroxide), S(=O)(=O)(OC)OC (dimethyl sulfate), N (ammonia). Yields the product C(C)OCCN(C(C)=O)C (N-α-ethoxyethyl-N-methylacetamide). The yield is 89.9%. As a reaction SMILES: S(OC)(O[CH3:5])(=O)=O.[CH2:8]([O:10][CH2:11][CH2:12][NH:13][C:14](=[O:16])[CH3:15])[CH3:9].[OH-].[Na+].N>>[CH2:8]([O:10][CH2:11][CH2:12][N:13]([CH3:5])[C:14](=[O:16])[CH3:15])[CH3:9] |f:2.3|. Procedure details: 37.8 g (0.3 mole) of dimethyl sulfate and 26.2 g (0.2 mole) of N-α-ethoxyethyl-acetamide are simultaneously added dropwise to 100 ml of 50% strength sodium hydroxide solution at 10°-15° C., while stirring intensively. The mixture is subsequently stirred for 3 hours, residual dimethyl sulfate is decomposed by adding concentrated ammonia, the phases are separated in a separating funnel, the aqueous layer is extracted several times with toluene and, after stripping off the solvent, the residue is d... Reactants: CN(CCCCC1=C(C=C(C=C1)CCCCN(C)C)[N+](=O)[O-])C (1,4-bis(4-dimethylaminobutyl)-2-nitrobenzene). The reagents and catalysts are [Pd] (palladium/carbon). Solvent: CO (methanol), Cl (hydrochloric acid). Product: NC1=C(C=CC(=C1)CCCCN(C)C)CCCCN(C)C (2-Amino-1,4-bis(4-dimethylaminobutyl)benzene). Yield: 85.1%. As a reaction SMILES: [CH3:1][N:2]([CH3:23])[CH2:3][CH2:4][CH2:5][CH2:6][C:7]1[CH:12]=[CH:11][C:10]([CH2:13][CH2:14][CH2:15][CH2:16][N:17]([CH3:19])[CH3:18])=[CH:9][C:8]=1[N+:20]([O-])=O>CO.Cl.[Pd]>[NH2:20][C:8]1[CH:9]=[C:10]([CH2:13][CH2:14][CH2:15][CH2:16][N:17]([CH3:19])[CH3:18])[CH:11]=[CH:12][C:7]=1[CH2:6][CH2:5][CH2:4][CH2:3][N:2]([CH3:23])[CH3:1]. Reported procedure: To a solution of 3.5 g of 1,4-bis(4-dimethylaminobutyl)-2-nitrobenzene in 120 ml of methanol, 9 ml of 6N hydrochloric acid and 1.5 g of 5% palladium/carbon were added. The catalytic reduction was carried out under an atmospheric pressure and at a room temperature. When about 710 ml of hydrogen was absorbed after one hour, the reaction was terminated, and the reaction mixture was filtered to remove the catalyst and evaporated under a reduced pressure. After adding chloroform, the mixture was agai... Starting materials: C(#N)C1=CC=C(CC2=CN=CN2CC=2C=CC(=NC2)Br)C=C1 (5-(4-Cyanobenzyl)-1-(2-bromopyrid-5-ylmethyl)imidazole), N#N (N2), C1(CCCCC1)S (cyclohexyl mercaptan), [H-].[Na+] (sodium hydride). Run in CN(C)C=O (DMF). Conditions: temperature 110 celsius. Yields the product C(#N)C1=CC=C(CC2=CN=CN2CC=2C=CC(=NC2)SC2CCCCC2)C=C1 (5-(4'-cyanobenzyl)-1-[2-(cyclohexylthio)pyrid-5-ylmethyl]imidazole). As a reaction SMILES: [C:1]([C:3]1[CH:22]=[CH:21][C:6]([CH2:7][C:8]2[N:12]([CH2:13][C:14]3[CH:15]=[CH:16][C:17](Br)=[N:18][CH:19]=3)[CH:11]=[N:10][CH:9]=2)=[CH:5][CH:4]=1)#[N:2].[CH:23]1([SH:29])[CH2:28][CH2:27][CH2:26][CH2:25][CH2:24]1.[H-].[Na+].N#N>CN(C=O)C>[C:1]([C:3]1[CH:22]=[CH:21][C:6]([CH2:7][C:8]2[N:12]([CH2:13][C:14]3[CH:15]=[CH:16][C:17]([S:29][CH:23]4[CH2:28][CH2:27][CH2:26][CH2:25][CH2:24]4)=[N:18][CH:19]=3)[CH:11]=[N:10][CH:9]=2)=[CH:5][CH:4]=1)#[N:2] |f:2.3|. Procedure: The compound from Example 1, Step 3 (0.16 g 0.45 mmol), cyclohexyl mercaptan (0.16 g, 1.35. mmol) and sodium hydride (60% dispersion in oil, 4.0 equiv, 0.032 g) were suspended in DMF (0.5 mL) in an N2 purged sealed tube and heated at 110° C. for 4hr. The residue was dissolved in methanol and purified on a C18 preperative hplc column. Lyophilized from dioxane/HCl to provide the title compound. FAB-MS: calc: 389 found: 389. 1H-NMR (CD3OD): 1.4-2.1 ppm (10H); 3.8 ppm (1H); 4.2 ppm (2H); 5.45 ppm (2...